From a dataset of the Open Reaction Database (ORD), a public repository of structured organic reaction records. describe an organic reaction: reactants, conditions, products, and yield Reactants: O=C1CCC(=O)N1Br, CC#N, Nc1ccc2scnc2c1. The product is Nc1ccc2scnc2c1Br. As a reaction SMILES: [Br:11][N:12]1[C:13](=[O:14])[CH2:15][CH2:16][C:17]1=[O:18].[CH3:19][C:20]#[N:21].[NH2:1][c:2]1[cH:3][cH:4][c:5]2[c:6]([n:7][cH:8][s:9]2)[cH:10]1>>[NH2:1][c:2]1[cH:3][cH:4][c:5]2[c:6]([n:7][cH:8][s:9]2)[c:10]1[Br:11]. Reactants: [BH4-].[Na+] (NaBH4), CSC[C@]12CCC(C=C1CC[C@H]1[C@@H]3CCC([C@@]3(C)CC[C@H]21)=O)=O (19-methylthioandrost-4-ene-3,17-dione), C(=O)(O)[O-].[Na+] (NaHCO3), CC(=O)C (acetone). Run in C1CCOC1 (THF), CO (methanol), C(C)(=O)O (acetic acid). Run at time 0.5 hour. The product is CSC[C@]12CC[C@H](C=C1CC[C@H]1[C@@H]3CC[C@@H]([C@@]3(C)CC[C@H]21)O)O (19-methylthioandrost-4-ene-3α,17β-diol). The yield is 79.0%. Reaction SMILES: [BH4-].[Na+].[CH3:3][S:4][CH2:5][C@@:6]12[C@@H:23]3[C@H:14]([C@H:15]4[C@@:19]([CH2:21][CH2:22]3)([CH3:20])[C:18](=[O:24])[CH2:17][CH2:16]4)[CH2:13][CH2:12][C:11]1=[CH:10][C:9](=[O:25])[CH2:8][CH2:7]2.CC(C)=O.C([O-])(O)=O.[Na+]>C1COCC1.CO.C(O)(=O)C>[CH3:3][S:4][CH2:5][C@@:6]12[C@@H:23]3[C@H:14]([C@H:15]4[C@@:19]([CH2:21][CH2:22]3)([CH3:20])[C@@H:18]([OH:24])[CH2:17][CH2:16]4)[CH2:13][CH2:12][C:11]1=[CH:10][C@H:9]([OH:25])[CH2:8][CH2:7]2 |f:0.1,4.5|. Procedure: 0.6 g of NaBH4 was added to a solution of 6 g of 19-methylthioandrost-4-ene-3,17-dione in a mixture of 25 ml of THF and 25 ml of methanol. After 1/2 hour, 2 ml of acetone, followed by 5 ml of 50% acetic acid were added. After stirring for 1/2 hour, the mixture was poured out into 200 ml of 5% NaHCO3 solution. Subsequently, the product was extracted with CH2Cl2. After washing, drying and evaporating down the organic layer, the residue obtained was chromatographed using silica gel. In this manner,... Reactants: F[C@H]1C[C@@H](O[C@@H]1COC(=O)C1=CC=C(C=C1)C)N1C(=O)NC(=O)C(=C1)I (2',3'-Dideoxy-3'-fluoro-5-iodo-5'-O-p-toluoyluridine), C[Si](C)(C)C#C ((Trimethylsilyl) acetylene). Reagents/catalysts: [Pd](Cl)Cl.C1(=CC=CC=C1)P(C1=CC=CC=C1)C1=CC=CC=C1.C1(=CC=CC=C1)P(C1=CC=CC=C1)C1=CC=CC=C1 (bis(triphenylphosphine) palladium (II) chloride), [Cu]I (copper (I) iodide). Solvent: C(C)N(CC)CC (triethylamine), CN(C=O)C (N,N-dimethylformamide). Run at time 8 hour. Yields the product F[C@H]1C[C@@H](O[C@@H]1COC(=O)C1=CC=C(C=C1)C)N1C(=O)NC(=O)C(=C1)C#C[Si](C)(C)C (2',3'-Dideoxy-3'-fluoro-5'-O-p-toluoyl-5-(trimethylsilylethynyl) uridine). As a reaction SMILES: [F:1][C@@H:2]1[C@@H:6]([CH2:7][O:8][C:9]([C:11]2[CH:16]=[CH:15][C:14]([CH3:17])=[CH:13][CH:12]=2)=[O:10])[O:5][C@@H:4]([N:18]2[CH:25]=[C:24](I)[C:22](=[O:23])[NH:21][C:19]2=[O:20])[CH2:3]1.[CH3:27][Si:28]([C:31]#[CH:32])([CH3:30])[CH3:29]>C(N(CC)CC)C.CN(C)C=O.[Pd](Cl)Cl.C1(P(C2C=CC=CC=2)C2C=CC=CC=2)C=CC=CC=1.C1(P(C2C=CC=CC=2)C2C=CC=CC=2)C=CC=CC=1.[Cu]I>[F:1][C@@H:2]1[C@@H:6]([CH2:7][O:8][C:9]([C:11]2[CH:16]=[CH:15][C:14]([CH3:17])=[CH:13][CH:12]=2)=[O:10])[O:5][C@@H:4]([N:18]2[CH:25]=[C:24]([C:32]#[C:31][Si:28]([CH3:30])([CH3:29])[CH3:27])[C:22](=[O:23])[NH:21][C:19]2=[O:20])[CH2:3]1 |f:4.5.6|. Reported procedure: A solution of the product of Stage b), (0.8 g, 1.69 mmoles), bis(triphenylphosphine) palladium (II) chloride (25 mg) and copper (I) iodide (25 mg) in dry triethylamine (40 ml) and N,N-dimethylformamide (3 ml) was degassed thoroughly with nitrogen. (Trimethylsilyl) acetylene (0.47 ml, 3.37 mmoles) was added and the mixture stirred under N2 at 50° for 8 hours. The solvent was removed under reduced pressure, the residue dissolved in methylene chloride (40 ml) and the solution washed with 2% aqueous...